Dataset: the Open Reaction Database (ORD), a public repository of structured organic reaction records. Task: describe an organic reaction: reactants, conditions, products, and yield Reactants: N[C@H](C(=O)NCCCC[C@@H](CO)N(CC(C)C)S(=O)(=O)C1=CC(=C(C=C1)F)N)CC1=CC2=CC=CC=C2C=C1 ((2S,5S)-2-Amino-N-{5-[(3-amino-4-fluoro-benzenesulfonyl)-isobutyl-amino]-6-hydroxy-hexyl}-3-naphthalen-2-yl-propionamide), C(C)(=O)Cl (acetyl chloride). Yields the product C(C)(=O)N[C@H](C(=O)NCCCC[C@@H](CO)N(CC(C)C)S(=O)(=O)C1=CC(=C(C=C1)F)N)CC1=CC2=CC=CC=C2C=C1 ((2S,5S)-2-Acetylamino-N-{5-[(3-amino-4-fluoro-benzenesulfonyl)-isobutyl-amino]-6-hydroxy-hexyl}-3-naphthalen-2-yl-propionamide). Reaction SMILES: [NH2:1][C@@H:2]([CH2:29][C:30]1[CH:39]=[CH:38][C:37]2[C:32](=[CH:33][CH:34]=[CH:35][CH:36]=2)[CH:31]=1)[C:3]([NH:5][CH2:6][CH2:7][CH2:8][CH2:9][C@H:10]([N:13]([S:18]([C:21]1[CH:26]=[CH:25][C:24]([F:27])=[C:23]([NH2:28])[CH:22]=1)(=[O:20])=[O:19])[CH2:14][CH:15]([CH3:17])[CH3:16])[CH2:11][OH:12])=[O:4].[C:40](Cl)(=[O:42])[CH3:41]>>[C:40]([NH:1][C@@H:2]([CH2:29][C:30]1[CH:39]=[CH:38][C:37]2[C:32](=[CH:33][CH:34]=[CH:35][CH:36]=2)[CH:31]=1)[C:3]([NH:5][CH2:6][CH2:7][CH2:8][CH2:9][C@H:10]([N:13]([S:18]([C:21]1[CH:26]=[CH:25][C:24]([F:27])=[C:23]([NH2:28])[CH:22]=1)(=[O:19])=[O:20])[CH2:14][CH:15]([CH3:16])[CH3:17])[CH2:11][OH:12])=[O:4])(=[O:42])[CH3:41]. Reported procedure: The title compound was prepared from (2S,5S)-2-amino-N-{5-[(3-amino-4-fluoro-benzenesulfonyl)-isobutyl-amino]-6-hydroxy-hexyl}-3-naphthalen-2-yl-propionamide (example 81) as described in general procedure D using acetyl chloride. The final product was obtained in 26% yield. The reactants are BrC(Br)=CCCc1cn(C(c2ccccc2)(c2ccccc2)c2ccccc2)cn1, Cl. The product is BrC(Br)=CCCc1c[nH]cn1. As a reaction SMILES: [Br:1][C:2](=[CH:3][CH2:4][CH2:5][c:6]1[n:7][cH:8][n:9]([C:11]([c:12]2[cH:13][cH:14][cH:15][cH:16][cH:17]2)([c:18]2[cH:19][cH:20][cH:21][cH:22][cH:23]2)[c:24]2[cH:25][cH:26][cH:27][cH:28][cH:29]2)[cH:10]1)[Br:30].[ClH:31]>>[Br:1][C:2](=[CH:3][CH2:4][CH2:5][c:6]1[n:7][cH:8][nH:9][cH:10]1)[Br:30]. Starting materials: C(C=O)(=O)O (glyoxylic acid), C1(=CC=CC=C1)O (phenol), 2- and 4-hydroxymandelic acid. The solvent is O (water). Yields the product OC1=CC=C(C(C(=O)O)O)C=C1 (4-hydroxymandelic acid). As a reaction SMILES: [C:1]([OH:5])(=[O:4])[CH:2]=[O:3].[C:6]1([OH:12])[CH:11]=[CH:10][CH:9]=[CH:8][CH:7]=1>O>[OH:12][C:6]1[CH:11]=[CH:10][C:9]([CH:2]([OH:3])[C:1]([OH:5])=[O:4])=[CH:8][CH:7]=1. Reported procedure: The European patent specification EP-0,368,696 describes the condensation of a glyoxylic acid with phenol in the presence of a water-insoluble amine, to form a 12:84 mixture of 2- and 4-hydroxymandelic acid respectively. Then the excess of phenol is extracted with 1,1-dimethyl-1-methoxypropane. Only 70-74% of the paraisomer, 4-hydroxymandelic acid, is isolated leaving a non-separable mixture of approximately 1:1 2- and 4-hydroxymandelic acid. Starting materials: NC1=NC(=CC=C1[N+](=O)[O-])OC (2-amino-6-methoxy-3-nitropyridine), Cl (hydrochloric acid), stannous chloride dihydrate. Conditions: temperature 15 celsius, time 1 hour. Product: Cl.Cl.NC1=NC(=CC=C1N)OC (2,3-diamino-6-methoxypyridine dihydrochloride). The yield is 86.4%. As a reaction SMILES: [NH2:1][C:2]1[C:7]([N+:8]([O-])=O)=[CH:6][CH:5]=[C:4]([O:11][CH3:12])[N:3]=1.[ClH:13]>>[ClH:13].[ClH:13].[NH2:1][C:2]1[C:7]([NH2:8])=[CH:6][CH:5]=[C:4]([O:11][CH3:12])[N:3]=1 |f:2.3.4|. Procedure details: To the concentrated hydrochloric acid (250 ml), 25.0 gm of 2-amino-6-methoxy-3-nitropyridine (0.147 mole) was added at room temperature. The resulting solution was cooled to 15° C. and 66.7 gm of stannous chloride dihydrate (0.294 mole) was added slowly. The reaction mass was heated to 35°–40° C. and mixed for 5–6 hrs with constant stirring. The reaction was monitored by TLC. After the reaction was over, the reaction mixture was cooled to 20° C. and stirred for one hour. The resulting mixture wa... Starting materials: CN1C(N=C(C2=CC=CC=C12)Cl)=O (1-methyl-4-chloro-2(1H)-quinazolinone), C(CC)N(CCC)CCC (tri(n-propyl)amine), C1(=CC=CC=C1)C(N1CCN(CC1)CCCN)C1=CC=CC=C1 (3-[4-(diphenylmethyl)piperazin-1-yl]propylamine). The solvent is O1CCOCC1 (dioxane). Run at time 1.5 hour. The product is CN1C(N=C(C2=CC=CC=C12)NCCCN1CCN(CC1)C(C1=CC=CC=C1)C1=CC=CC=C1)=O (1-methyl-4-[3-{ 4-(diphenylmethyl)piperazin-1-yl}propylamino]-2(1H)-quinazolinone). Isolated yield 45.4%. RXN SMILES: [CH3:1][N:2]1[C:11]2[C:6](=[CH:7][CH:8]=[CH:9][CH:10]=2)[C:5](Cl)=[N:4][C:3]1=[O:13].C(N(CCC)CCC)CC.[C:24]1([CH:30]([C:41]2[CH:46]=[CH:45][CH:44]=[CH:43][CH:42]=2)[N:31]2[CH2:36][CH2:35][N:34]([CH2:37][CH2:38][CH2:39][NH2:40])[CH2:33][CH2:32]2)[CH:29]=[CH:28][CH:27]=[CH:26][CH:25]=1>O1CCOCC1>[CH3:1][N:2]1[C:11]2[C:6](=[CH:7][CH:8]=[CH:9][CH:10]=2)[C:5]([NH:40][CH2:39][CH2:38][CH2:37][N:34]2[CH2:33][CH2:32][N:31]([CH:30]([C:41]3[CH:46]=[CH:45][CH:44]=[CH:43][CH:42]=3)[C:24]3[CH:25]=[CH:26][CH:27]=[CH:28][CH:29]=3)[CH2:36][CH2:35]2)=[N:4][C:3]1=[O:13]. Procedure: To a suspension of 1-methyl-4-chloro-2(1H)-quinazolinone (4 g), tri(n-propyl)amine (7.2 g) and dioxane (20 ml) was added 3-[4-(diphenylmethyl)piperazin-1-yl]propylamine (3.5 g) and the mixture was stirred for 1.5 hours at ambient temperature. The reaction mixture was concentrated in vacuo and to the residue was added water. After the aqueous layer was made basic with lN potassium hydroxide aqueous solution, the mixture was extracted twice with chloroform. The chloroform layer was washed with 0.2... Procedure details: A suspension of 4-methyltryptophan (1.14 g, 5.2 mmol, Sigma) in diphenylmethane (45 mL) was heated at reflux until complete solution was obtained. The solution was then mixed with 45 mL water and 45 mL ethyl acetate, and the pH brought to 1 or lower with concentrated HCl. The mixture was vortexed vigorously for 30 seconds, and centrifuged to provide three layers. The middle (aqueous) layer was washed with ethyl acetate, and adjusted to pH 10 or higher with 10 N NaOH. The resulting white precipit... Reaction conditions: time 30 second. Product: CC=1C=CC=C2NC=C(CCN)C12 (4-methyltryptamine). Run in C1(=CC=CC=C1)CC1=CC=CC=C1 (diphenylmethane). Starting materials: Cl (HCl), O (water), C(C)(=O)OCC (ethyl acetate), CC=1C=CC=C2NC=C(C[C@H](N)C(=O)O)C12 (4-methyltryptophan). As a reaction SMILES: [CH3:1][C:2]1[CH:3]=[CH:4][CH:5]=[C:6]2[C:16]=1[C:9]([CH2:10][C@@H:11](C(O)=O)[NH2:12])=[CH:8][NH:7]2.O.C(OCC)(=O)C.Cl>C1(CC2C=CC=CC=2)C=CC=CC=1>[CH3:1][C:2]1[CH:3]=[CH:4][CH:5]=[C:6]2[C:16]=1[C:9]([CH2:10][CH2:11][NH2:12])=[CH:8][NH:7]2. Starting materials: CCCCCCCCCCCC (n-dodecane), BrC=1C=CC=C2C=CC=NC12 (8-bromoquinoline), [C@@H]1([C@@H](CCCC1)N)N (trans-1,2-cyclohexanediamine), COC(=O)C1=CNC=C1 (3-methoxycarbonyl-1H-pyrrole), P(=O)([O-])([O-])[O-].[K+].[K+].[K+] (potassium orthophosphate). Reagents/catalysts: [Cu](I)I (copper iodide). Solvent: O1CCOCC1 (1,4-dioxane). Conditions: temperature 100 celsius, time 15 hour. Yields the product COC(=O)C1=CN(C=C1)C=1C=CC=C2C=CC=NC12 (3-Methoxycarbonyl-1-(quinol-8-yl)-1H-pyrrole). Yield: 124.1%. Reaction SMILES: CCCCCCCCCCCC.Br[C:14]1[CH:15]=[CH:16][CH:17]=[C:18]2[C:23]=1[N:22]=[CH:21][CH:20]=[CH:19]2.[C@@H]1(N)CCCC[C@H]1N.[CH3:32][O:33][C:34]([C:36]1[CH:40]=[CH:39][NH:38][CH:37]=1)=[O:35].P([O-])([O-])([O-])=O.[K+].[K+].[K+]>[Cu](I)I.O1CCOCC1>[CH3:32][O:33][C:34]([C:36]1[CH:40]=[CH:39][N:38]([C:14]2[CH:15]=[CH:16][CH:17]=[C:18]3[C:23]=2[N:22]=[CH:21][CH:20]=[CH:19]3)[CH:37]=1)=[O:35] |f:4.5.6.7|. Procedure details: 20 mL of 1,4-dioxane, 0.32 mL of n-dodecane, 1.5 g (7.21 mmol) of 8-bromoquinoline and 0.77 mL (6.41 mmol) of trans-1,2-cyclohexanediamine are added at a temperature in the region of 22° C. under an argon atmosphere to 0.8 g (6.39 mmol) of 3-methoxycarbonyl-1H-pyrrole, 3 g (14.13 mmol) of potassium orthophosphate and 0.09 g (0.47 mmol) of copper iodide. After stirring at a temperature in the region of 100° C. for 15 hours, the reaction mixture is concentrated to dryness under reduced pressure (2...